From a dataset of the Open Reaction Database (ORD), a public repository of structured organic reaction records. describe an organic reaction: reactants, conditions, products, and yield Starting materials: NC1=C(C=CC=C1)C1=CC=CC=C1 (2-aminobiphenyl), C1(CCCCC1)C#N (cyclohexane carbonitrile), [Cl-].[Al+3].[Cl-].[Cl-] (aluminium chloride). Reaction conditions: temperature 100 celsius. Product: C1(=C(C=CC=C1)NC(=N)C1CCCCC1)C1=CC=CC=C1 (N-(2-biphenylyl)-cyclohexane-1-carboxamidine). As a reaction SMILES: [NH2:1][C:2]1[CH:7]=[CH:6][CH:5]=[CH:4][C:3]=1[C:8]1[CH:13]=[CH:12][CH:11]=[CH:10][CH:9]=1.[CH:14]1([C:20]#[N:21])[CH2:19][CH2:18][CH2:17][CH2:16][CH2:15]1.[Cl-].[Al+3].[Cl-].[Cl-]>>[C:3]1([C:8]2[CH:9]=[CH:10][CH:11]=[CH:12][CH:13]=2)[CH:4]=[CH:5][CH:6]=[CH:7][C:2]=1[NH:1][C:20]([CH:14]1[CH2:19][CH2:18][CH2:17][CH2:16][CH2:15]1)=[NH:21] |f:2.3.4.5|. Procedure: A mixture of 2-aminobiphenyl (3.4 g), cyclohexane carbonitrile (6.5 g) and anhydrous aluminium chloride (8 g) was heated at 100° C. for 8 hours then at 120° C. for 8 hours to yield a product which was purified by chromatography on a neutral alumina column which was eluted with dichloromethane to give N-(2-biphenylyl)-cyclohexane-1-carboxamidine (m.p. 148°-150° C.). The product is Cl.CC1(CC2=C3CC(NC3=C(C(=C2O1)C)C)(C)C)CC1CNC2=C(CC1)C=CC=C2 (1,6,7,8-Tetrahydro-2,4,5,7,7-pentamethyl-2-(1,2,4,5-tetrahydro-3H-benzazepine-3-ylmethyl)-2H-furo[3,2-e]indole hydrochloride). Procedure: A suspension of 1,6,7,8-tetrahydro-2-(iodomethyl)-2,4,5,7,7-pentamethyl-2H-furo[3,2-e]indole (520 mg, 1.40 mmol), 2,3,4,5-tetrahydro-1H-3-benzazepine (309 mg, 2.10 mmol) and potassium carbonate (387 mg, 2.80 mmol) in N,N-dimethylacetamide (3 mL) was stirred at 180° C. for 3 hours under the nitrogen atmosphere. Water was added to the reaction mixture, and the mixture was extracted with ethyl acetate two times, The combined organic layers were washed with water and saturated brine, dried over magn... Isolated yield 78.0%. RXN SMILES: I[CH2:2][C:3]1([CH3:19])[O:14][C:13]2[C:5](=[C:6]3[C:10](=[C:11]([CH3:16])[C:12]=2[CH3:15])[NH:9][C:8]([CH3:18])([CH3:17])[CH2:7]3)[CH2:4]1.[CH2:20]1[C:26]2[CH:27]=[CH:28][CH:29]=[CH:30][C:25]=2[CH2:24][CH2:23][NH:22][CH2:21]1.C(=O)([O-])[O-].[K+].[K+].[ClH:37].CO>CN(C)C(=O)C.CO.O>[ClH:37].[CH3:19][C:3]1([CH2:2][CH:24]2[CH2:25][CH2:30][C:29]3[CH:28]=[CH:27][CH:26]=[CH:20][C:21]=3[NH:22][CH2:23]2)[O:14][C:13]2[C:5](=[C:6]3[C:10](=[C:11]([CH3:16])[C:12]=2[CH3:15])[NH:9][C:8]([CH3:18])([CH3:17])[CH2:7]3)[CH2:4]1 |f:2.3.4,5.6,10.11|. Run in CN(C(C)=O)C (N,N-dimethylacetamide), O (Water), CO (methanol). Reactants: Cl.CO (hydrogen chloride methanol), ICC1(CC2=C3CC(NC3=C(C(=C2O1)C)C)(C)C)C (1,6,7,8-tetrahydro-2-(iodomethyl)-2,4,5,7,7-pentamethyl-2H-furo[3,2-e]indole), C1CNCCC2=C1C=CC=C2 (2,3,4,5-tetrahydro-1H-3-benzazepine), C([O-])([O-])=O.[K+].[K+] (potassium carbonate). Conditions: temperature 180 celsius, time 3 hour. Starting materials: ClCCl, O=S(=O)(OS(=O)(=O)C(F)(F)F)C(F)(F)F, N, COc1nc(Cl)ccc1CCO. The product is COc1nc(Cl)ccc1CCN. RXN SMILES: [Cl:29][CH2:30][Cl:31].[F:13][C:14]([S:15]([O:16][S:17]([C:18]([F:19])([F:20])[F:21])(=[O:22])=[O:23])(=[O:24])=[O:25])([F:26])[F:27].[NH3:28].[OH:1][CH2:2][CH2:3][c:4]1[c:5]([O:11][CH3:12])[n:6][c:7]([Cl:10])[cH:8][cH:9]1>>[CH2:2]([CH2:3][c:4]1[c:5]([O:11][CH3:12])[n:6][c:7]([Cl:10])[cH:8][cH:9]1)[NH2:28]. The reactants are NC=1SC=C(N1)C(C(=O)N[C@H]1[C@@H]2N(C(=C(CS2)C[N+]=2N(C(=CC2)N)CCO)C(=O)[O-])C1=O)=NOCC (7β-[2-(2-aminothiazol-4-yl)-2-ethoxyiminoacetamido ]-3-[3-amino-2-(2-hydroxyethyl)-1-pyrazolio ]methyl-3-cephem-4-carboxylate), Cl (hydrochloric acid). The solvent is O (water). Product: Cl.NC=1SC=C(N1)C(C(=O)N[C@H]1[C@@H]2N(C(=C(CS2)C[N+]=2N(C(=CC2)N)CCO)C(=O)[O-])C1=O)=NOCC (7β-[2-(2-aminothiazol-4-yl)-2-ethoxyiminoacetamido ]-3-[3-amino-2-(2-hydroxyethyl)-1-pyrazolio ]methyl-3-cephem-4-carboxylate hydrochloride). Reaction SMILES: [NH2:1][C:2]1[S:3][CH:4]=[C:5]([C:7](=[N:33][O:34][CH2:35][CH3:36])[C:8]([NH:10][C@@H:11]2[C:31](=[O:32])[N:13]3[C:14]([C:28]([O-:30])=[O:29])=[C:15]([CH2:18][N+:19]4[N:20]([CH2:25][CH2:26][OH:27])[C:21]([NH2:24])=[CH:22][CH:23]=4)[CH2:16][S:17][C@H:12]23)=[O:9])[N:6]=1.[ClH:37]>O>[ClH:37].[NH2:1][C:2]1[S:3][CH:4]=[C:5]([C:7](=[N:33][O:34][CH2:35][CH3:36])[C:8]([NH:10][C@@H:11]2[C:31](=[O:32])[N:13]3[C:14]([C:28]([O-:30])=[O:29])=[C:15]([CH2:18][N+:19]4[N:20]([CH2:25][CH2:26][OH:27])[C:21]([NH2:24])=[CH:22][CH:23]=4)[CH2:16][S:17][C@H:12]23)=[O:9])[N:6]=1 |f:3.4|. Reported procedure: To a solution of 7β-[2-(2-aminothiazol-4-yl)-2-ethoxyiminoacetamido ]-3-[3-amino-2-(2-hydroxyethyl)-1-pyrazolio ]methyl-3-cephem-4-carboxylate (syn isomer) (300 mg) in water (15 ml) was added 1N hydrochloric acid (0.56 ml). The mixture was lyophilized to give 7β-[2-(2-aminothiazol-4-yl)-2-ethoxyiminoacetamido ]-3-[3-amino-2-(2-hydroxyethyl)-1-pyrazolio ]methyl-3-cephem-4-carboxylate hydrochloride (syn isomer) (310 mg). The reactants are Cc1ccc(S(=O)(=O)OCCOc2ccc3c(c2)c(S(=O)(=O)c2cccc4ccccc24)nn3Cc2ccccc2)cc1, C1CCOC1, CC(C)N. Yields the product CC(C)NCCOc1ccc2c(c1)c(S(=O)(=O)c1cccc3ccccc13)nn2Cc1ccccc1. Reaction SMILES: [CH2:1]([c:2]1[cH:3][cH:4][cH:5][cH:6][cH:7]1)[n:8]1[n:9][c:10]([S:31](=[O:32])(=[O:33])[c:34]2[cH:35][cH:36][cH:37][c:38]3[cH:39][cH:40][cH:41][cH:42][c:43]23)[c:11]2[cH:12][c:13]([O:17][CH2:18][CH2:19][O:20][S:21]([c:22]3[cH:23][cH:24][c:25]([CH3:26])[cH:27][cH:28]3)(=[O:29])=[O:30])[cH:14][cH:15][c:16]12.[CH2:48]1[O:49][CH2:50][CH2:51][CH2:52]1.[CH3:44][CH:45]([CH3:46])[NH2:47]>>[CH2:1]([c:2]1[cH:3][cH:4][cH:5][cH:6][cH:7]1)[n:8]1[n:9][c:10]([S:31](=[O:32])(=[O:33])[c:34]2[cH:35][cH:36][cH:37][c:38]3[cH:39][cH:40][cH:41][cH:42][c:43]23)[c:11]2[cH:12][c:13]([O:17][CH2:18][CH2:19][NH:47][CH:45]([CH3:44])[CH3:46])[cH:14][cH:15][c:16]12.